From a dataset of the Open Reaction Database (ORD), a public repository of structured organic reaction records. describe an organic reaction: reactants, conditions, products, and yield Reactants: BrC1=CN=C2N1N=C(C=C2)Cl (3-bromo-6-chloroimidazo[1,2-b]pyridazine), C(C)N(CCN)CC (N1,N1-diethylethane-1,2-diamine), intermediate, C(Cl)Cl.CO.[NH4+].[OH-] (CH2Cl2 MeOH NH4OH). Product: BrC1=CN=C2N1N=C(C=C2)NCCN(CC)CC (N1-(3-Bromoimidazo[1,2-b]pyridazin-6-yl)-N2,N2-diethylethane-1,2-diamine). RXN SMILES: [Br:1][C:2]1[N:6]2[N:7]=[C:8](Cl)[CH:9]=[CH:10][C:5]2=[N:4][CH:3]=1.[CH2:12]([N:14]([CH2:18][CH3:19])[CH2:15][CH2:16][NH2:17])[CH3:13].C(Cl)Cl.CO.[NH4+].[OH-]>>[Br:1][C:2]1[N:6]2[N:7]=[C:8]([NH:17][CH2:16][CH2:15][N:14]([CH2:18][CH3:19])[CH2:12][CH3:13])[CH:9]=[CH:10][C:5]2=[N:4][CH:3]=1 |f:2.3.4.5|. Reported procedure: Prepared from 3-bromo-6-chloroimidazo[1,2-b]pyridazine and N1,N1-diethylethane-1,2-diamine according to general procedure 1 providing the intermediate (160 mg, 80%) as a clear oil: Rf=0.22 (CH2Cl2/MeOH/NH4OH, 160:18:2); 1H NMR (500 MHz, CD3OD) δ 7.55 (d, J=9.7 Hz, 1H), 7.40 (s, 1H), 6.68 (d, J=9.7 Hz, 1H), 3.52 (t, J=6.0 Hz, 2H), 2.79 (t, J=5.8 Hz, 2H), 2.68 (quart, J=7.2 Hz, 4H), 1.12 (t, J=7.2 Hz, 6H); ES-MS: (M+H)=312, 314 m/z. The reactants are COC=1C=CC2=C(C=C(SC2=O)C(=O)O)C1 (6-methoxy-1-oxo-1H-2-benzothiopyran-3-carboxylic acid), C([O-])(O)=O.[Na+] (sodium bicarbonate). Solvent: O (water). Run at time 2 hour. The product is COC=1C=CC2=C(C=C(SC2=O)C(=O)[O-])C1.[Na+] (sodium 6-methoxy-1-oxo-1H-2-benzothiopyran-3-carboxylate). Reaction SMILES: [CH3:1][O:2][C:3]1[CH:4]=[CH:5][C:6]2[C:11](=[O:12])[S:10][C:9]([C:13]([OH:15])=[O:14])=[CH:8][C:7]=2[CH:16]=1.C(=O)(O)[O-].[Na+:21]>O>[CH3:1][O:2][C:3]1[CH:4]=[CH:5][C:6]2[C:11](=[O:12])[S:10][C:9]([C:13]([O-:15])=[O:14])=[CH:8][C:7]=2[CH:16]=1.[Na+:21] |f:1.2,4.5|. Procedure details: To a stirred suspension of 1.6345 g. (6.915 mM) of the carboxylic acid of Example 5 in 50 ml. of distilled water is added 0.5809 g. (6.915 mM) of sodium bicarbonate. After stirring at 25° for 2 hours, the solution is filtered and freeze-dried to give sodium 6-methoxy-1-oxo-1H-2-benzothiopyran-3-carboxylate as a white solid, m.p. >360°. Reactants: C(C=C)N1C(=NC=C1)C1=C(N=C(S1)Br)Br (5-(1-allyl-1H-imidazol-2-yl)-2,4-dibromo-1,3-thiazole), C[Sn](C1=CC(=NC=C1)NC(C)=O)(C)C (N-[4-(trimethylstannyl)pyridine-2-yl]acetamide), [Cl-].[Li+] (lithium chloride), tetrakis (triphenylphosphine)palladium(0). The reagents and catalysts are [Cu]I (copper (I) iodide). Run in O1CCOCC1 (1,4-dioxane). Run at temperature 115 celsius. Yields the product C(C=C)N1C(=NC=C1)C1=C(N=C(S1)C1=CC(=NC=C1)NC(C)=O)Br (N-{4-[5-(1-allyl-1H-imidazol-2-yl)-4-bromo-1,3-thiazol-2-yl]pyridin-2-yl}acetamide). The yield is 54.1%. As a reaction SMILES: [CH2:1]([N:4]1[CH:8]=[CH:7][N:6]=[C:5]1[C:9]1[S:13][C:12](Br)=[N:11][C:10]=1[Br:15])[CH:2]=[CH2:3].C[Sn](C)(C)[C:18]1[CH:23]=[CH:22][N:21]=[C:20]([NH:24][C:25](=[O:27])[CH3:26])[CH:19]=1.[Cl-].[Li+]>O1CCOCC1.[Cu]I>[CH2:1]([N:4]1[CH:8]=[CH:7][N:6]=[C:5]1[C:9]1[S:13][C:12]([C:18]2[CH:23]=[CH:22][N:21]=[C:20]([NH:24][C:25](=[O:27])[CH3:26])[CH:19]=2)=[N:11][C:10]=1[Br:15])[CH:2]=[CH2:3] |f:2.3|. Reported procedure: To a solution of 5-(1-allyl-1H-imidazol-2-yl)-2,4-dibromo-1,3-thiazole (5.00 g, 14.3 mmol) in 1,4-dioxane (133 mL) was added N-[4-(trimethylstannyl)pyridine-2-yl]acetamide (5.14 g, 17.2 mmol), lithium chloride (1.82 g, 43.0 mmol), copper (I) iodide (0.818 g, 4.30 mmol) and tetrakis (triphenylphosphine)palladium(0) (1.24 g, 1.07 mmol). The flask was purged with argon and then the mixture was heated at 115° C. for 4 hours. The reaction was allowed to cool to room temperature, and then the solvent ... Starting materials: C(C1=CC=CC=C1)OC1OC(CC1NC(=O)C1CCCN2N1C(C(CCC2=O)NC(CCC2=CC=CC=C2)=O)=O)=O (N-(2-benzyloxy-5-oxotetrahydrofuran-3-yl)-6,10-dioxo-octahydro-9-(3-phenylpropionylamino)-6H-pyridazino[1,2-a][1,2]diazepine-1-carboxamide). Reagents/catalysts: [Pd] (palladium on carbon). Run in CO (methanol). Run at time 5 hour. Product: O=C1N2N(C(C(CC1)NC(CCC1=CC=CC=C1)=O)=O)C(CCC2)C(=O)NC(CC(=O)O)C=O (3-(6,10-Dioxo-octahydro-9-(3-phenylpropionylamino)-6H-pyridazino[1,2-a][1,2]diazepine-1-carboxamido)-4-oxobutanoic acid). Reaction SMILES: C([O:8][CH:9]1[CH:13]([NH:14][C:15]([CH:17]2[N:22]3[C:23](=[O:40])[CH:24]([NH:29][C:30](=[O:39])[CH2:31][CH2:32][C:33]4[CH:38]=[CH:37][CH:36]=[CH:35][CH:34]=4)[CH2:25][CH2:26][C:27](=[O:28])[N:21]3[CH2:20][CH2:19][CH2:18]2)=[O:16])[CH2:12][C:11](=[O:41])[O:10]1)C1C=CC=CC=1>[Pd].CO>[O:28]=[C:27]1[CH2:26][CH2:25][CH:24]([NH:29][C:30](=[O:39])[CH2:31][CH2:32][C:33]2[CH:34]=[CH:35][CH:36]=[CH:37][CH:38]=2)[C:23](=[O:40])[N:22]2[CH:17]([C:15]([NH:14][CH:13]([CH:9]=[O:8])[CH2:12][C:11]([OH:41])=[O:10])=[O:16])[CH2:18][CH2:19][CH2:20][N:21]12. Reported procedure: A mixture of [3S,2R,S, (1S,9S)] N-(2-benzyloxy-5-oxotetrahydrofuran-3-yl)-6,10-dioxo-octahydro-9-(3-phenylpropionylamino)-6H-pyridazino[1,2-a][1,2]diazepine-1-carboxamide (46a) (205 mg; 0.364 mmol), 10% palladium on carbon (200 mg) and methanol (20 ml) was stirred under hydrogen at atmospheric pressure for 5 h. The mixture was filtered then concentrated to yeild 154 mg (90%) of a glass: mp. 116-118° C.; [α]D23 −140° (c 0.1, CH3OH); IR (KBr) 3323 (br), 1783, 1731, 1658, 1539, 1455, 1425; 1H NMR (... Reactants: [H][H] (hydrogen), C(C1=CC=CC=C1)OC1=CC=C(C=C1)N1CCC(CC1)OC1=CC=C(C=C1)OC(F)(F)F (1-(4-Benzyloxyphenyl)-4-[4-(Trifluoromethoxy)phenoxy]piperidine). The reagents and catalysts are [Pd] (palladium on carbon). Run in C(C)O (ethyl alcohol). The product is OC1=CC=C(C=C1)N1CCC(CC1)OC1=CC=C(C=C1)OC(F)(F)F (1-(4-Hydroxyphenyl)-4-[4-(Trifluoromethoxy)phenoxy]piperidine). The yield is 101.7%. RXN SMILES: C([O:8][C:9]1[CH:14]=[CH:13][C:12]([N:15]2[CH2:20][CH2:19][CH:18]([O:21][C:22]3[CH:27]=[CH:26][C:25]([O:28][C:29]([F:32])([F:31])[F:30])=[CH:24][CH:23]=3)[CH2:17][CH2:16]2)=[CH:11][CH:10]=1)C1C=CC=CC=1.[H][H]>[Pd].C(O)C>[OH:8][C:9]1[CH:10]=[CH:11][C:12]([N:15]2[CH2:16][CH2:17][CH:18]([O:21][C:22]3[CH:27]=[CH:26][C:25]([O:28][C:29]([F:32])([F:30])[F:31])=[CH:24][CH:23]=3)[CH2:19][CH2:20]2)=[CH:13][CH:14]=1. Procedure: After 1-(4-Benzyloxyphenyl)-4-[4-(Trifluoromethoxy)phenoxy]piperidine (20.0 g) and ethyl alcohol (200 mL) was mixed and then (50% wet) 5 w/w % palladium on carbon (1 g) was added. The resulting mixture was stirred under 4 atms of atmosphere of hydrogen at 60-61° C. for 3 hr. The reaction mixture was then cooled to room temperature and was filtered to remove the catalyst followed by concentration in vacuo to give 16.2 g (99.5% yield) of an ivory crystal target compound.